This data is from the Open Reaction Database (ORD), a public repository of structured organic reaction records. The task is: describe an organic reaction: reactants, conditions, products, and yield The reactants are IC=1C=C2C(C(NC2=CC1)=O)=O (5-iodo-1H-indole-2,3-dione), [N+](=O)([O-])C1=CC=C(OCC(=O)NN)C=C1 (2-(4-nitrophenoxy)acetohydrazide). Run in C(C)(=O)O (acetic acid). Conditions: temperature 100 celsius. Product: IC=1C=C2C(C(NC2=CC1)=O)=NNC(COC1=CC=C(C=C1)[N+](=O)[O-])=O (N′-(5-Iodo-2-oxo-1,2 dihydro-3H-indol-3-ylidene)-2-(4-nitrophenoxy)acetohydrazide). The yield is 85.0%. As a reaction SMILES: [I:1][C:2]1[CH:3]=[C:4]2[C:8](=[CH:9][CH:10]=1)[NH:7][C:6](=[O:11])[C:5]2=O.[N+:13]([C:16]1[CH:27]=[CH:26][C:19]([O:20][CH2:21][C:22]([NH:24][NH2:25])=[O:23])=[CH:18][CH:17]=1)([O-:15])=[O:14]>C(O)(=O)C>[I:1][C:2]1[CH:3]=[C:4]2[C:8](=[CH:9][CH:10]=1)[NH:7][C:6](=[O:11])[C:5]2=[N:25][NH:24][C:22](=[O:23])[CH2:21][O:20][C:19]1[CH:18]=[CH:17][C:16]([N+:13]([O-:15])=[O:14])=[CH:27][CH:26]=1. Procedure: Following the general method as outlined in Example 1, into a suspension of 5-iodo-1H-indole-2,3-dione in acetic acid was added 2-(4-nitrophenoxy)acetohydrazide. After stirring at 100° C., the reaction mixture was cooled to rt and a yellow solid precipitated out. Filtration on a fritté, washing with AcOH, water and drying under vacuo at 60° C. overnight gave 395 mg of the title compound (85%) as a yellow solid in 97.3% purity by HPLC (Rt: 5.76, gradient of 10 min, MaxPlot detection between 230 a... Starting materials: N#Cc1ccc(CBr)cc1, O=C([O-])[O-], CCC(C)=O, [K+], [K+], CNC(=O)C(C)Oc1ccc(O)cc1. Yields the product CNC(=O)C(C)Oc1ccc(OCc2ccc(C#N)cc2)cc1. Reaction SMILES: [Br:15][CH2:16][c:17]1[cH:18][cH:19][c:20]([C:21]#[N:22])[cH:23][cH:24]1.[C:25](=[O:26])([O-:27])[O-:28].[CH3:31][C:32](=[O:33])[CH2:34][CH3:35].[K+:29].[K+:30].[OH:1][c:2]1[cH:3][cH:4][c:5]([O:6][CH:7]([C:8](=[O:9])[NH:10][CH3:11])[CH3:12])[cH:13][cH:14]1>>[O:1]([c:2]1[cH:3][cH:4][c:5]([O:6][CH:7]([C:8](=[O:9])[NH:10][CH3:11])[CH3:12])[cH:13][cH:14]1)[CH2:16][c:17]1[cH:18][cH:19][c:20]([C:21]#[N:22])[cH:23][cH:24]1. The reactants are CO (methanol), C(CCCCCCCCCCCCC)OC1=CC=C(O1)C(=O)O (5-tetradecyloxy-2-furoic acid), C([O-])([O-])=O.[K+].[K+] (potassium carbonate), COS(=O)(=O)OC (dimethylsulfate). Run in CC(=O)C (acetone), CC(=O)C (acetone). Yields the product COC(=O)C=1OC(=CC1)OCCCCCCCCCCCCCC (5-tetradecyloxy-2-furoic acid methyl ester). As a reaction SMILES: [CH2:1]([O:15][C:16]1[O:20][C:19]([C:21]([OH:23])=[O:22])=[CH:18][CH:17]=1)[CH2:2][CH2:3][CH2:4][CH2:5][CH2:6][CH2:7][CH2:8][CH2:9][CH2:10][CH2:11][CH2:12][CH2:13][CH3:14].[C:24](=O)([O-])[O-].[K+].[K+].COS(OC)(=O)=O.CO>CC(C)=O>[CH3:24][O:22][C:21]([C:19]1[O:20][C:16]([O:15][CH2:1][CH2:2][CH2:3][CH2:4][CH2:5][CH2:6][CH2:7][CH2:8][CH2:9][CH2:10][CH2:11][CH2:12][CH2:13][CH3:14])=[CH:17][CH:18]=1)=[O:23] |f:1.2.3|. Procedure: A mixture of 10.0 g of (0.031 mole) of 5-tetradecyloxy-2-furoic acid, 200 ml of acetone and 4.3 g (0.031 mole) of potassium carbonate is stirred at room temperature after which 3.9 g (0.031 mole) of dimethylsulfate is added. The mixture is stirred with heating for about two and one-half hours during which time 10 ml of methanol is added. The mixture is then diluted with 100 ml of acetone, and filtered. The filtrate is evaporated to dryness and recrystallized from methanol to give 5-tetradecyloxy...